Dataset: the Open Reaction Database (ORD), a public repository of structured organic reaction records. Task: describe an organic reaction: reactants, conditions, products, and yield Starting materials: N1C[C@H](CC1)NC(=O)C12CC3CC(CC(C1)C3)C2 ((S)-N-(Pyrrolidin-3-yl)-1-adamantanecarboxamide), C1(=CC=C(C=C1)S(=O)(=O)OCCC1=CC=C(C=C1)Cl)C (2-(4-chlorophenyl)ethyl p-toluenesulfonate). Yields the product ClC1=CC=C(C=C1)CCN1C[C@H](CC1)NC(=O)C12CC3CC(CC(C1)C3)C2 ((S)-N-(1-(2-(4-chlorophenyl)ethyl)pyrrolidin-3-yl)-1-adamantanecarboxamide). Isolated yield 22.0%. Reaction SMILES: [NH:1]1[CH2:5][CH2:4][C@H:3]([NH:6][C:7]([C:9]23[CH2:18][CH:13]4[CH2:14][CH:15]([CH2:17][CH:11]([CH2:12]4)[CH2:10]2)[CH2:16]3)=[O:8])[CH2:2]1.C1(C)C=CC(S(O[CH2:29][CH2:30][C:31]2[CH:36]=[CH:35][C:34]([Cl:37])=[CH:33][CH:32]=2)(=O)=O)=CC=1>>[Cl:37][C:34]1[CH:35]=[CH:36][C:31]([CH2:30][CH2:29][N:1]2[CH2:5][CH2:4][C@H:3]([NH:6][C:7]([C:9]34[CH2:18][CH:13]5[CH2:14][CH:15]([CH2:17][CH:11]([CH2:12]5)[CH2:10]3)[CH2:16]4)=[O:8])[CH2:2]2)=[CH:32][CH:33]=1. Procedure details: (S)-N-(Pyrrolidin-3-yl)-1-adamantanecarboxamide (0.38 g) and 2-(4-chlorophenyl)ethyl p-toluenesulfonate (0.57 g) were reacted under the same conditions as in Example 1 to give (S)-N-(1-(2-(4-chlorophenyl)ethyl)pyrrolidin-3-yl)-1-adamantanecarboxamide (0.13 g), melting point 94-95° C.